From a dataset of the Open Reaction Database (ORD), a public repository of structured organic reaction records. describe an organic reaction: reactants, conditions, products, and yield Reactants: CN1CCNCC1, CCCCCC, O=[N+]([O-])c1cc(Cl)c(Cl)cc1N1CCCCC1. The product is CN1CCN(c2cc(N3CCCCC3)c([N+](=O)[O-])cc2Cl)CC1. As a reaction SMILES: [CH3:18][N:19]1[CH2:20][CH2:21][NH:22][CH2:23][CH2:24]1.[CH3:25][CH2:26][CH2:27][CH2:28][CH2:29][CH3:30].[Cl:1][c:2]1[cH:3][c:4]([N+:15](=[O:16])[O-:17])[c:5]([N:9]2[CH2:10][CH2:11][CH2:12][CH2:13][CH2:14]2)[cH:6][c:7]1[Cl:8]>>[Cl:1][c:2]1[cH:3][c:4]([N+:15](=[O:16])[O-:17])[c:5]([N:9]2[CH2:10][CH2:11][CH2:12][CH2:13][CH2:14]2)[cH:6][c:7]1[N:22]1[CH2:21][CH2:20][N:19]([CH3:18])[CH2:24][CH2:23]1.